This data is from the Open Reaction Database (ORD), a public repository of structured organic reaction records. The task is: describe an organic reaction: reactants, conditions, products, and yield Reactants: Cl.Cl.CN(C1CCOCC1)C[C@@H]1CC[C@H](CC1)N (trans-4-[N-methyl-N-(tetrahydropyran-4-yl)aminomethyl]cyclohexylamine dihydrochloride), C1CCC2=NCCCN2CC1 (1,8-diazabicyclo[5,4,0]-7-undecene), CC1=CC=C(C=C1)C1=CC2=C(S1)CCCC(=C2)C(=O)O (2-(4-methylphenyl)-7,8-dihydro-6H-cyclohepta[b]thiophene-5-carboxylic acid), ON1N=NC2=C1C=CC=C2 (1-hydroxybenzotriazole), Cl.C(C)N=C=NCCCN(C)C (1-ethyl-3-(3′-dimethylaminopropyl)carbodiimide hydrochloride). Solvent: C(C)#N (acetonitrile), C(C)N(CC)CC (triethylamine), C(C)#N (acetonitrile). Conditions: time 2 hour. The product is CN(C1CCOCC1)CC1CCC(CC1)C1=CC2=C(S1)CCCC(=C2)C(=O)N (4-[N-methyl-N-(tetrahydropyran-4-yl)aminomethyl]cyclohexyl-7,8-dihydro-6H-cyclohepta[b]thiophene-5-carboxamide). The yield is 64.5%. RXN SMILES: CC1C=CC([C:8]2[S:12][C:11]3[CH2:13][CH2:14][CH2:15][C:16]([C:18]([OH:20])=O)=[CH:17][C:10]=3[CH:9]=2)=CC=1.O[N:22]1C2C=CC=CC=2N=N1.Cl.C(N=C=NCCCN(C)C)C.Cl.Cl.[CH3:45][N:46]([CH2:53][C@H:54]1[CH2:59][CH2:58][C@H:57](N)[CH2:56][CH2:55]1)[CH:47]1[CH2:52][CH2:51][O:50][CH2:49][CH2:48]1.C1CCN2C(=NCCC2)CC1>C(#N)C.C(N(CC)CC)C>[CH3:45][N:46]([CH2:53][CH:54]1[CH2:59][CH2:58][CH:57]([C:8]2[S:12][C:11]3[CH2:13][CH2:14][CH2:15][C:16]([C:18]([NH2:22])=[O:20])=[CH:17][C:10]=3[CH:9]=2)[CH2:56][CH2:55]1)[CH:47]1[CH2:52][CH2:51][O:50][CH2:49][CH2:48]1 |f:2.3,4.5.6|. Reported procedure: Into a suspension of 2-(4-methylphenyl)-7,8-dihydro-6H-cyclohepta[b]thiophene-5-carboxylic acid (150 mg) and 1-hydroxybenzotriazole (107 mg) in acetonitrile (15 ml) was added at room temperature 1-ethyl-3-(3′-dimethylaminopropyl)carbodiimide hydrochloride (152 mg), and the resulting mixture was stirred for 2 hours. Into the reaction mixture was added a solution of trans-4-[N-methyl-N-(tetrahydropyran-4-yl)aminomethyl]cyclohexylamine dihydrochloride (236 mg), 1,8-diazabicyclo[5,4,0]-7-undecene (2...